This data is from the Open Reaction Database (ORD), a public repository of structured organic reaction records. The task is: describe an organic reaction: reactants, conditions, products, and yield Reported procedure: The title compound is prepared from [2-(2-fluoro-5-methyl-phenyl)-2H-tetrazol-5-yl]-methanol (1 mmol), sodium hydride (1.5 mmol) and 4-(4-cyclopropyl-5-methanesulfonyl-4H-[1,2,4]triazol-3-yl)-pyridine (1.25 mmol). As a reaction SMILES: [F:1][C:2]1[CH:7]=[CH:6][C:5]([CH3:8])=[CH:4][C:3]=1[N:9]1[N:13]=[N:12][C:11]([CH2:14][OH:15])=[N:10]1.[H-].[Na+].[CH:18]1([N:21]2[C:25](S(C)(=O)=O)=[N:24][N:23]=[C:22]2[C:30]2[CH:35]=[CH:34][N:33]=[CH:32][CH:31]=2)[CH2:20][CH2:19]1>>[CH:18]1([N:21]2[C:25]([O:15][CH2:14][C:11]3[N:12]=[N:13][N:9]([C:3]4[CH:4]=[C:5]([CH3:8])[CH:6]=[CH:7][C:2]=4[F:1])[N:10]=3)=[N:24][N:23]=[C:22]2[C:30]2[CH:31]=[CH:32][N:33]=[CH:34][CH:35]=2)[CH2:20][CH2:19]1 |f:1.2|. Starting materials: FC1=C(C=C(C=C1)C)N1N=C(N=N1)CO ([2-(2-fluoro-5-methyl-phenyl)-2H-tetrazol-5-yl]-methanol), [H-].[Na+] (sodium hydride), C1(CC1)N1C(=NN=C1S(=O)(=O)C)C1=CC=NC=C1 (4-(4-cyclopropyl-5-methanesulfonyl-4H-[1,2,4]triazol-3-yl)-pyridine). Yields the product C1(CC1)N1C(=NN=C1OCC=1N=NN(N1)C1=C(C=CC(=C1)C)F)C1=CC=NC=C1 (4-{4-Cyclopropyl-5-[2-(2-fluoro-5-methyl-phenyl)-2H-tetrazol-5-ylmethoxy]-4H-[1,2,4]triazol-3-yl}-pyridine). Starting materials: CI (methyl iodide), C([O-])([O-])=O.[K+].[K+] (potassium carbonate), ClC1=CC(=C(C2=C1N=C(S2)OCCC)N2C(NC(=CC2=O)C(F)(F)F)=O)F (3-[4-chloro-6-fluoro-2-propoxybenzothiazol-7-yl]-6-trifluoromethyl-2,4(1H,3H)-pyrimidinedione). Run in CC(=O)CC (ethyl methyl ketone). Conditions: time 12 hour. Product: ClC1=CC(=C(C2=C1N=C(S2)OCCC)N2C(N(C(=CC2=O)C(F)(F)F)C)=O)F (3-[4-Chloro-6-fluoro-2-propoxybenzothiazol-7-yl]-1-methyl-6-trifluoromethyl-2,4(1H, 3H)-pyrimidinedione). As a reaction SMILES: CI.[C:3](=[O:6])([O-])[O-].[K+].[K+].[Cl:9][C:10]1[C:15]2[N:16]=[C:17]([O:19][CH2:20][CH2:21][CH3:22])[S:18][C:14]=2[C:13]([N:23]2[C:28](=[O:29])[CH:27]=[C:26]([C:30]([F:33])([F:32])[F:31])[NH:25][C:24]2=O)=[C:12]([F:35])[CH:11]=1>CC(CC)=O>[Cl:9][C:10]1[C:15]2[N:16]=[C:17]([O:19][CH2:20][CH2:21][CH3:22])[S:18][C:14]=2[C:13]([N:23]2[C:28](=[O:29])[CH:27]=[C:26]([C:30]([F:31])([F:33])[F:32])[N:25]([CH3:24])[C:3]2=[O:6])=[C:12]([F:35])[CH:11]=1 |f:1.2.3|. Reported procedure: 1.7 g of methyl iodide were added dropwise at about 20° C. to a mixture of 200 ml of absolute ethyl methyl ketone, 1.7 g of potassium carbonate and 5.0 g of 3-[4-chloro-6-fluoro-2-propoxybenzothiazol-7-yl]-6-trifluoromethyl-2,4(1H,3H)-pyrimidinedione (compound I.8). Stirring was carried out for 12 hours at room temperature, after which the insoluble components were filtered off. The clear solution obtained was evaporated down. The residue was then taken up in water, after which the solution was ...